From a dataset of the Open Reaction Database (ORD), a public repository of structured organic reaction records. describe an organic reaction: reactants, conditions, products, and yield Reactants: C[Si](C)(C)C=[N+]=[N-], CO, O=C(O)c1ccc2nc[nH]c2c1. Yields the product COC(=O)c1ccc2nc[nH]c2c1. As a reaction SMILES: [CH3:13][Si:14]([CH:15]=[N+:16]=[N-:17])([CH3:18])[CH3:19].[CH3:20][OH:21].[n:1]1[cH:2][nH:3][c:4]2[c:5]1[cH:6][cH:7][c:8]([C:10](=[O:11])[OH:12])[cH:9]2>>[n:1]1[cH:2][nH:3][c:4]2[c:5]1[cH:6][cH:7][c:8]([C:10]([O:11][CH3:13])=[O:12])[cH:9]2. Yields the product C(C)(C)(C)OC(=O)NCCOC1=CC=C(C=O)C=C1 (4-[2-(tert-butoxycarbonylamino)ethoxy]benzaldehyde). RXN SMILES: [OH:1][C:2]1[CH:9]=[CH:8][C:5]([CH:6]=[O:7])=[CH:4][CH:3]=1.[C:10]([O:14][C:15]([NH:17][CH2:18][CH2:19]O)=[O:16])([CH3:13])([CH3:12])[CH3:11].C1(P(C2C=CC=CC=2)C2C=CC=CC=2)C=CC=CC=1.N(C(OCC)=O)=NC(OCC)=O>O1CCCC1>[C:10]([O:14][C:15]([NH:17][CH2:18][CH2:19][O:1][C:2]1[CH:9]=[CH:8][C:5]([CH:6]=[O:7])=[CH:4][CH:3]=1)=[O:16])([CH3:13])([CH3:12])[CH3:11]. The yield is 75.5%. The reactants are OC1=CC=C(C=O)C=C1 (4-hydroxybenzaldehyde), C(C)(C)(C)OC(=O)NCCO (2-(tert-butoxycarbonylamino)ethanol), C1(=CC=CC=C1)P(C1=CC=CC=C1)C1=CC=CC=C1 (triphenylphosphine), N(=NC(=O)OCC)C(=O)OCC (diethyl azodicarboxylate). Conditions: time 3 hour. The solvent is O1CCCC1 (tetra hydrofuran). Procedure: To a solution of 4-hydroxybenzaldehyde (0.25 g), 2-(tert-butoxycarbonylamino)ethanol (0.33 g) and triphenylphosphine (0.59 g) in tetra hydrofuran (2 mL) was added diethyl azodicarboxylate (40% toluene solution, 1.34 mL), and the mixture was stirred at room temperature for 3 hours. The reaction mixture was directly purified by column chromatography on silica gel (eluent: n-hexane/ethyl acetate=6/1-3/1) to give 4-[2-(tert-butoxycarbonylamino)ethoxy]benzaldehyde (0.41 g). The title compound was pre... Reactants: ClC1=NC(=CC=C1)NN (2-Chloro-6-hydrazinopyridine), Cl (HCl), N(=O)[O-].[Na+] (Sodium nitrite). Run in O (water), O (water). Conditions: temperature 0 celsius. Yields the product N(=[N+]=[N-])C1=NC(=CC=C1)Cl (2-Azido-6-chloropyridine). As a reaction SMILES: [Cl:1][C:2]1[CH:7]=[CH:6][CH:5]=[C:4]([NH:8][NH2:9])[N:3]=1.Cl.[N:11]([O-])=O.[Na+]>O>[N:8]([C:4]1[CH:5]=[CH:6][CH:7]=[C:2]([Cl:1])[N:3]=1)=[N+:9]=[N-:11] |f:2.3|. Reported procedure: 2-Chloro-6-hydrazinopyridine (3.00 g, 20.90 mmol) was suspended in water (20 mL) and cooled to 0° C. Concentrated HCl (3.00 mL, 36.5 mmol) was added to dissolve the starting material and attain a pH of ˜1. Sodium nitrite (1.73 g, 25.07 mmol) in water (10 mL) was added dropwise. The thick suspension was allowed to warm to room temperature and extracted with CH2Cl2 (2×). The combined organic layers were dried (MgSO4), filtered, and evaporated. The crude residue was purified by flash chromatography... The product is ClC=1C(=NN(C1SC)C)C=1C(=CC(=C(C1)SC(C(=O)O)C)Cl)Cl (2-[5-(4-chloro-1-methyl-5-methylthio-1H-pyrazol-3-yl)-2,4-dichlorophenylthio]propionic acid). RXN SMILES: [OH-].[Na+].[Cl:3][C:4]1[C:5]([C:12]2[C:13]([Cl:27])=[CH:14][C:15]([Cl:26])=[C:16]([S:18][CH:19]([CH3:25])[C:20]([O:22]CC)=[O:21])[CH:17]=2)=[N:6][N:7]([CH3:11])[C:8]=1[S:9][CH3:10]>C(O)C.O>[Cl:3][C:4]1[C:5]([C:12]2[C:13]([Cl:27])=[CH:14][C:15]([Cl:26])=[C:16]([S:18][CH:19]([CH3:25])[C:20]([OH:22])=[O:21])[CH:17]=2)=[N:6][N:7]([CH3:11])[C:8]=1[S:9][CH3:10] |f:0.1|. The yield is 81.6%. The reactants are [OH-].[Na+] (NaOH), ClC=1C(=NN(C1SC)C)C=1C(=CC(=C(C1)SC(C(=O)OCC)C)Cl)Cl (ethyl 2-[5-(4-chloro-1-methyl-5-methylthio-1H-pyrazol-3-yl)-2,4-dichlorophenylthio]propionate). The reagents and catalysts are O (water). Run in C(C)O (ethanol). Procedure details: After addition of NaOH (0.31 g, in pellet form, 95% content) to a solution of ethyl 2-[5-(4-chloro-1-methyl-5-methylthio-1H-pyrazol-3-yl)-2,4-dichlorophenylthio]propionate (2.28 g, 5.18 mmoles) in 50 ml ethanol, several drops of water added, thereby conducting the reaction for 3 hours at room temperature. Then the solvent was removed by evaporation of the resulting solution under reduced pressure. Water and ethyl acetate were added to the residue and the formed aqueous layer was separated. The a... Reactants: C(#N)C=1C=C(C(=O)OC)C=C(N1)C (methyl 2-cyano-6-methylisonicotinate), [BH4-].[Na+] (NaBH4). Solvent: CO (MeOH), C1CCOC1 (THF). Run at time 15 minute. Product: OCC1=CC(=NC(=C1)C)C#N (4-(hydroxymethyl)-6-methylpicolinonitrile). Isolated yield 40.5%. RXN SMILES: [C:1]([C:3]1[CH:4]=[C:5]([CH:10]=[C:11]([CH3:13])[N:12]=1)[C:6](OC)=[O:7])#[N:2].[BH4-].[Na+]>CO.C1COCC1>[OH:7][CH2:6][C:5]1[CH:10]=[C:11]([CH3:13])[N:12]=[C:3]([C:1]#[N:2])[CH:4]=1 |f:1.2|. Reported procedure: To a stirring solution of 1.3 g (7.33 mmol) of methyl 2-cyano-6-methylisonicotinate in 25 mL of MeOH and 5 mL of THF at 0° C. was added 823 mg (21.7 mmol) of NaBH4. After 2 h the ice bath was removed and stirring was continued with warming to r.t. and after a further 15 min. 1.06 g of NaBH4 was added. After another 15 min., the solution was concentrated, and EtOAc was added. The pH was adjusted to 7 with 1N HCl, and the layers were separated. The aqueous layer was extracted with EtOAc (2×), and ... The reactants are N#Cc1ccc(F)c(Br)c1, CN(C)C=O, [H-], [Na+], O, c1c[nH]cn1. Product: N#Cc1ccc(-n2ccnc2)c(Br)c1. Reaction SMILES: [Br:1][c:2]1[cH:3][c:4]([C:5]#[N:6])[cH:7][cH:8][c:9]1[F:10].[CH3:19][N:20]([CH3:21])[CH:22]=[O:23].[H-:16].[Na+:17].[OH2:18].[nH:11]1[cH:12][n:13][cH:14][cH:15]1>>[Br:1][c:2]1[cH:3][c:4]([C:5]#[N:6])[cH:7][cH:8][c:9]1-[n:11]1[cH:12][n:13][cH:14][cH:15]1. The reactants are CC(C)(C)OC(=O)Nc1cc(C(N)=O)c(Br)cn1, COc1ccc(P2(=S)SP(=S)(c3ccc(OC)cc3)S2)cc1, C1CCOC1. Product: CC(C)(C)OC(=O)Nc1cc(C(N)=S)c(Br)cn1. Reaction SMILES: [Br:1][c:2]1[c:3]([C:16]([NH2:17])=[O:18])[cH:4][c:5]([NH:8][C:9]([O:10][C:11]([CH3:12])([CH3:13])[CH3:14])=[O:15])[n:6][cH:7]1.[CH3:19][O:20][c:21]1[cH:22][cH:23][c:24]([P:25]2(=[S:28])[S:26][P:27]([c:29]3[cH:30][cH:31][c:32]([O:33][CH3:34])[cH:35][cH:36]3)(=[S:37])[S:38]2)[cH:39][cH:40]1.[O:41]1[CH2:42][CH2:43][CH2:44][CH2:45]1>>[Br:1][c:2]1[c:3]([C:16]([NH2:17])=[S:28])[cH:4][c:5]([NH:8][C:9]([O:10][C:11]([CH3:12])([CH3:13])[CH3:14])=[O:15])[n:6][cH:7]1.